This data is from the Open Reaction Database (ORD), a public repository of structured organic reaction records. The task is: describe an organic reaction: reactants, conditions, products, and yield The reactants are ClC1=C(C(=C(C=C1[N+](=O)[O-])C)C)[N+](=O)[O-] (1-chloro-3,4-dimethyl-2,6-dinitrobenzene), C(CC)NCCC (di-n-propylamine). The solvent is C1=CC=CC=C1 (benzene). Yields the product CC=1C(=C(N(CCC)CCC)C(=CC1C)[N+](=O)[O-])[N+](=O)[O-] (3,4-Dimethyl-2,6-dinitro-N,N-di-n-propylaniline). As a reaction SMILES: Cl[C:2]1[C:7]([N+:8]([O-:10])=[O:9])=[CH:6][C:5]([CH3:11])=[C:4]([CH3:12])[C:3]=1[N+:13]([O-:15])=[O:14].[CH2:16]([NH:19][CH2:20][CH2:21][CH3:22])[CH2:17][CH3:18]>C1C=CC=CC=1>[CH3:12][C:4]1[C:3]([N+:13]([O-:15])=[O:14])=[C:2]([C:7]([N+:8]([O-:10])=[O:9])=[CH:6][C:5]=1[CH3:11])[N:19]([CH2:20][CH2:21][CH3:22])[CH2:16][CH2:17][CH3:18]. Reported procedure: Five grams of 1-chloro-3,4-dimethyl-2,6-dinitrobenzene and 5.05 grams of di-n-propylamine are dissolved in benzene and the mixture is refluxed. The benzene is then removed from the mixture by boiling and toluene is added to the remaining residue. The thus-formed mixture is then refluxed, filtered, and the filtrate stripped in vacuo. The residue is treated with hexane and the mixture chilled in dry ice and acetone. The solid from the mixture is collected and dried, it has a melting point of 42° C... Reactants: O=C1CCC(CC1)CC(=O)OC (methyl (4-oxocyclohexyl)acetate), [Br-].C(CC)[P+](C1=CC=CC=C1)(C1=CC=CC=C1)C1=CC=CC=C1 (propyltriphenylphosphonium bromide), CC(C)([O-])C.[K+] (potassium tert-butoxide). Run in C1CCOC1 (THF), C1CCOC1 (THF). Reaction conditions: temperature -10 celsius. Yields the product C(CC)=C1CCC(CC1)CC(=O)OC (methyl (4-propylidenecyclohexyl)acetate). Reaction SMILES: O=[C:2]1[CH2:7][CH2:6][CH:5]([CH2:8][C:9]([O:11][CH3:12])=[O:10])[CH2:4][CH2:3]1.[Br-].[CH2:14]([P+](C1C=CC=CC=1)(C1C=CC=CC=1)C1C=CC=CC=1)[CH2:15][CH3:16].CC(C)([O-])C.[K+]>C1COCC1>[CH:14](=[C:2]1[CH2:7][CH2:6][CH:5]([CH2:8][C:9]([O:11][CH3:12])=[O:10])[CH2:4][CH2:3]1)[CH2:15][CH3:16] |f:1.2,3.4|. Procedure details: 64.4 g of methyl (4-oxocyclohexyl)acetate and 137.9 g of propyltriphenylphosphonium bromide were introduced into 500 ml of THF, and the mixture was cooled to -10° C. with stirring under nitrogen. A solution of 40.17 g of potassium tert-butoxide in 400 ml of THF was then added dropwise with stirring at the same temperature, and the mixture was then stirred at RT for a further 2 h. Conventional work-up gave methyl (4-propylidenecyclohexyl)acetate. Reactants: FC(C(=O)O)(F)F.C(C1=CC=CC=C1)N1CC2(CNC2)CCC1 (6-benzyl-2,6-diazaspiro[3.5]nonane 2,2,2-trifluoroacetate), CC1=CC=C(C=C1)S(=O)(=O)OC=1C2=C(N=C(N1)N)C1=C(CCC2)C=CC=C1 (2-amino-6,7-dihydro-5H-benzo[6,7]cyclohepta[1,2-d]pyrimidin-4-yl 4-methylbenzenesulfonate), C(C)(C)N(C(C)C)CC (N,N-diisopropylethylamine). The solvent is COCCO (2-methoxyethanol), C(Cl)Cl (CH2Cl2). Conditions: temperature 115 celsius. Yields the product [OH-].[NH4+] (ammonium hydroxide), C(C1=CC=CC=C1)N1CC2(CN(C2)C=2C3=C(N=C(N2)N)C2=C(CCC3)C=CC=C2)CCC1 (4-(6-benzyl-2,6-diazaspiro[3.5]non-2-yl)-6,7-dihydro-5H-benzo[6,7]cyclohepta[1,2-d]pyrimidin-2-amine). RXN SMILES: FC(F)(F)C(O)=[O:4].[CH2:8]([N:15]1[CH2:23][CH2:22][CH2:21][C:17]2([CH2:20][NH:19][CH2:18]2)[CH2:16]1)[C:9]1[CH:14]=[CH:13][CH:12]=[CH:11][CH:10]=1.CC1C=CC(S(O[C:35]2[C:36]3[CH2:46][CH2:45][CH2:44][C:43]4[CH:47]=[CH:48][CH:49]=[CH:50][C:42]=4[C:37]=3[N:38]=[C:39]([NH2:41])[N:40]=2)(=O)=O)=CC=1.C(N(CC)C(C)C)(C)C>COCCO.C(Cl)Cl>[OH-:4].[NH4+:15].[CH2:8]([N:15]1[CH2:23][CH2:22][CH2:21][C:17]2([CH2:20][N:19]([C:35]3[C:36]4[CH2:46][CH2:45][CH2:44][C:43]5[CH:47]=[CH:48][CH:49]=[CH:50][C:42]=5[C:37]=4[N:38]=[C:39]([NH2:41])[N:40]=3)[CH2:18]2)[CH2:16]1)[C:9]1[CH:10]=[CH:11][CH:12]=[CH:13][CH:14]=1 |f:0.1,6.7|. Reported procedure: The product from Example 77A was mixed with the product from Example 59C (135 mg, 0.35 mmol) in 2-methoxyethanol (1.2 mL) and N,N-diisopropylethylamine (0.74 mL, 1.74 mmol), then heated at 115° C. overnight, then cooled, diluted with CH2Cl2, and washed with 1 M NaOH. The aqueous layer was extracted with CH2Cl2. The combined organic extracts were dried (MgSO4), filtered, concentrated and purified by chromatography on silica gel, eluting with a gradient of 1:0 to 1:2 CH2Cl2:[10% (9:1 MeOH:saturate... The reactants are Cc1ccn(-c2ccccc2)n1, [K+], O=[Mn](=O)(=O)[O-], [Na+], [OH-], O. Product: O=C(O)c1ccn(-c2ccccc2)n1. RXN SMILES: [CH3:7][c:8]1[n:9][n:10](-[c:13]2[cH:14][cH:15][cH:16][cH:17][cH:18]2)[cH:11][cH:12]1.[K+:6].[Mn:1](=[O:2])([O-:3])(=[O:4])=[O:5].[Na+:20].[OH-:19].[OH2:21]>>[OH:2][C:7]([c:8]1[n:9][n:10](-[c:13]2[cH:14][cH:15][cH:16][cH:17][cH:18]2)[cH:11][cH:12]1)=[O:19]. Reactants: C(O)([O-])=O.[Na+] (sodium hydrogencarbonate), ClC1=CC=NC2=CC=C(C=C12)C#N (4-chloro-6-quinolinecarbonitrile), CO (methanol), S(O)(O)(=O)=O (sulfuric acid), S(O)(O)(=O)=O (sulfuric acid). The product is COC1=CC=NC2=CC=C(C=C12)C(=O)OC (Methyl 4-methoxy-6-quinolinecarboxylate). Reaction SMILES: Cl[C:2]1[C:11]2[C:6](=[CH:7][CH:8]=[C:9]([C:12]#N)[CH:10]=2)[N:5]=[CH:4][CH:3]=1.S(=O)(=O)(O)[OH:15].[C:19](=O)([O-])[OH:20].[Na+].[CH3:24][OH:25]>>[CH3:24][O:25][C:2]1[C:11]2[C:6](=[CH:7][CH:8]=[C:9]([C:12]([O:20][CH3:19])=[O:15])[CH:10]=2)[N:5]=[CH:4][CH:3]=1 |f:2.3|. Procedure details: To a suspension of 4-chloro-6-quinolinecarbonitrile (910 mg) in methanol (50 ml) was dropwise added slowly concentrated sulfuric acid (5 ml) while stirring under ice-cooling. The mixture was heated under reflux for 15 hr and concentrated sulfuric acid (10 ml) was added. The mixture was further heated under reflux for 24 hr. An aqueous sodium hydrogencarbonate solution was added thereto under ice-cooling to make the reaction mixture basic. The reaction mixture was extracted once with chloroform. ... The reactants are C(C)(C)(C)OC(=O)N1C(CC(C1)OS(=O)(=O)C)COC (4-methanesulfonyloxy-2-methoxymethyl-pyrrolidine-1-carboxylic acid t-butyl ester), CCCCCC.C(C)(=O)OCC (hexane ethyl acetate), [N-]=[N+]=[N-].[Na+] (sodium azide), O (water). The solvent is CN(C)C=O (DMF). Conditions: temperature 60 celsius. The product is C(C)(C)(C)OC(=O)N1C(CC(C1)N=[N+]=[N-])COC (4-Azido-2-methoxymethyl-pyrrolidine-1-carboxylic acid t-butyl ester). As a reaction SMILES: [C:1]([O:5][C:6]([N:8]1[CH2:12][CH:11](OS(C)(=O)=O)[CH2:10][CH:9]1[CH2:18][O:19][CH3:20])=[O:7])([CH3:4])([CH3:3])[CH3:2].[N-:21]=[N+:22]=[N-:23].[Na+].O.CCCCCC.C(OCC)(=O)C>CN(C=O)C>[C:1]([O:5][C:6]([N:8]1[CH2:12][CH:11]([N:21]=[N+:22]=[N-:23])[CH2:10][CH:9]1[CH2:18][O:19][CH3:20])=[O:7])([CH3:4])([CH3:3])[CH3:2] |f:1.2,4.5|. Reported procedure: The 4-methanesulfonyloxy-2-methoxymethyl-pyrrolidine-1-carboxylic acid t-butyl ester (172.26 mg, 0.56 mmol) was taken up in dry DMF under argon and sodium azide (182.00 mg, 2.80 mmol) was added. The reaction was then heated to 60° C. for 48 h. The reaction was poured into water and the aqueous layer was extracted three times with ethyl acetate. The combined organic layers were washed with sat NaHCO3 and brine then dried over MgSO4. The solution was filtered and the solvent removed under reduced ... Reactants: CC1=C(C=CC=C1)N1CCC=2C(=NC=3C(=CC=CC3C21)C)Cl (1-(2-Methylphenyl)-4-chloro-6-methyl-2,3-dihydropyrrolo[3,2-c]quinoline), C[O-].[Na+] (sodium methoxide). Run in CO (methanol). Yields the product CC1=C(C=CC=C1)N1CCC=2C(=NC=3C(=CC=CC3C21)C)OC (1-(2-methylphenyl)-4-methoxy-6-methyl-2,3-dihydropyrrolo- [3,2-c]quinoline). Isolated yield 49.3%. RXN SMILES: [CH3:1][C:2]1[CH:7]=[CH:6][CH:5]=[CH:4][C:3]=1[N:8]1[C:20]2[C:19]3[CH:18]=[CH:17][CH:16]=[C:15]([CH3:21])[C:14]=3[N:13]=[C:12](Cl)[C:11]=2[CH2:10][CH2:9]1.[CH3:23][O-:24].[Na+]>CO>[CH3:1][C:2]1[CH:7]=[CH:6][CH:5]=[CH:4][C:3]=1[N:8]1[C:20]2[C:19]3[CH:18]=[CH:17][CH:16]=[C:15]([CH3:21])[C:14]=3[N:13]=[C:12]([O:24][CH3:23])[C:11]=2[CH2:10][CH2:9]1 |f:1.2|. Procedure: 1-(2-Methylphenyl)-4-chloro-6-methyl-2,3-dihydropyrrolo[3,2-c]quinoline (0.62 g, 2 mmol), sodium methoxide (1.0 g, 18.5 mmol) and methanol (30 ml)were heated to 170° C. in a pressure vessel for 18 hours, then the solvent evaporated in vacuo. Conversion to free base, chromatography (silica gel. 40:60 dichloromethane/petroleum ether) and recrystallisation from methanol yielded 1-(2-methylphenyl)-4-methoxy-6-methyl-2,3-dihydropyrrolo- [3,2-c]quinoline(0.30 g), m.p. 107°-108°. Reactants: CC(=O)N1CCC2(CC1)CNC2, CN1CCC2(CC1)CN(Cc1cc3nc(Cl)nc(N4CCOCC4)c3s1)C2. The product is CC(=O)N1CCC2(CC1)CN(Cc1cc3nc(Cl)nc(N4CCOCC4)c3s1)C2. Reaction SMILES: [CH2:28]1[NH:29][CH2:30][C:31]12[CH2:32][CH2:33][N:34]([C:37]([CH3:38])=[O:39])[CH2:35][CH2:36]2.[Cl:1][c:2]1[n:3][c:4]([N:22]2[CH2:23][CH2:24][O:25][CH2:26][CH2:27]2)[c:5]2[c:6]([n:7]1)[cH:8][c:9]([CH2:11][N:12]1[CH2:13][C:14]3([CH2:15][CH2:16][N:17]([CH3:18])[CH2:19][CH2:20]3)[CH2:21]1)[s:10]2>>[Cl:1][c:2]1[n:3][c:4]([N:22]2[CH2:23][CH2:24][O:25][CH2:26][CH2:27]2)[c:5]2[c:6]([n:7]1)[cH:8][c:9]([CH2:11][N:29]1[CH2:28][C:31]3([CH2:30]1)[CH2:32][CH2:33][N:34]([C:37]([CH3:38])=[O:39])[CH2:35][CH2:36]3)[s:10]2. Starting materials: C1CC2CNCC1O2, Cl, O=S(=O)([O-])C(F)(F)F, C[NH+]1C=CN(S(=O)(=O)n2ccnc2)C1. The product is O=S(=O)(N1CC2CCC(C1)O2)n1ccnc1. Reaction SMILES: [CH:2]12[CH2:3][NH:4][CH2:5][CH:6]([CH2:7][CH2:8]1)[O:9]2.[ClH:1].[F:10][C:11]([F:12])([F:13])[S:14]([O-:15])(=[O:16])=[O:17].[n:18]1([S:23](=[O:24])(=[O:25])[N:26]2[CH:27]=[CH:28][NH+:29]([CH3:30])[CH2:31]2)[cH:19][n:20][cH:21][cH:22]1>>[CH:2]12[CH2:3][N:4]([S:23]([n:18]3[cH:19][n:20][cH:21][cH:22]3)(=[O:24])=[O:25])[CH2:5][CH:6]([CH2:7][CH2:8]1)[O:9]2.